This data is from the Open Reaction Database (ORD), a public repository of structured organic reaction records. The task is: describe an organic reaction: reactants, conditions, products, and yield Reactants: C(C)(C)(C)OC(COC1=C(C=C(C=C1)C#N)C#C)=O (tert-butyl(4-cyano-2-ethynylphenoxy)acetate), C(C)(C)(C)OC(COC1=C(C=C(C=C1)C#N)C#C)=O (tert-butyl(4-cyano-2-ethynylphenoxy)acetate), BrC=1C=C(C=NC1)S(=O)(=O)N1CCOCC1 (4-[(5-bromopyridin-3-yl)sulfonyl]morpholine). Product: C(#N)C1=CC(=C(OCC(=O)O)C=C1)C#CC=1C=NC=C(C1)S(=O)(=O)N1CCOCC1 ((4-cyano-2-{[5-(morpholin-4-ylsulfonyl)pyridin-3-yl]ethynyl}phenoxy)acetic acid). As a reaction SMILES: C([O:5][C:6](=[O:19])[CH2:7][O:8][C:9]1[CH:14]=[CH:13][C:12]([C:15]#[N:16])=[CH:11][C:10]=1[C:17]#[CH:18])(C)(C)C.Br[C:21]1[CH:22]=[C:23]([S:27]([N:30]2[CH2:35][CH2:34][O:33][CH2:32][CH2:31]2)(=[O:29])=[O:28])[CH:24]=[N:25][CH:26]=1>>[C:15]([C:12]1[CH:13]=[CH:14][C:9]([O:8][CH2:7][C:6]([OH:5])=[O:19])=[C:10]([C:17]#[C:18][C:21]2[CH:26]=[N:25][CH:24]=[C:23]([S:27]([N:30]3[CH2:31][CH2:32][O:33][CH2:34][CH2:35]3)(=[O:29])=[O:28])[CH:22]=2)[CH:11]=1)#[N:16]. Reported procedure: Following the general method as outlined in Example 35, starting from tert-butyl(4-cyano-2-ethynyl phenoxy)acetate (Intermediate 46) and 4-[(5-bromopyridin-3-yl)sulfonyl]morpholine (Apollo), the title compound was obtained as an off-white solid.